Dataset: the Open Reaction Database (ORD), a public repository of structured organic reaction records. Task: describe an organic reaction: reactants, conditions, products, and yield The reactants are O (water), [H-].[Na+] (Sodium hydride), C(C)OC1=NN(C=C1CCC(=O)OCC)CC1=CC=C(C=C1)O (ethyl 3-[3-ethoxy-1-(4-hydroxybenzyl)-1H-pyrazol-4-yl]propionate), ClCC1=NC(=CC=C1)C1=CC=CC=C1 (2-chloromethyl-6-phenylpyridine). Solvent: CN(C=O)C (N,N-dimethylformamide). Conditions: time 1 hour. Yields the product C(C)OC1=NN(C=C1CCC(=O)OCC)CC1=CC=C(C=C1)OCC1=NC(=CC=C1)C1=CC=CC=C1 (ethyl 3-[3-ethoxy-1-[4-(6-phenyl-2-pyridylmethoxy)benzyl]-1H-pyrazol-4-yl]propionate). The yield is 94.5%. RXN SMILES: [H-].[Na+].[CH2:3]([O:5][C:6]1[C:10]([CH2:11][CH2:12][C:13]([O:15][CH2:16][CH3:17])=[O:14])=[CH:9][N:8]([CH2:18][C:19]2[CH:24]=[CH:23][C:22]([OH:25])=[CH:21][CH:20]=2)[N:7]=1)[CH3:4].Cl[CH2:27][C:28]1[CH:33]=[CH:32][CH:31]=[C:30]([C:34]2[CH:39]=[CH:38][CH:37]=[CH:36][CH:35]=2)[N:29]=1.O>CN(C)C=O>[CH2:3]([O:5][C:6]1[C:10]([CH2:11][CH2:12][C:13]([O:15][CH2:16][CH3:17])=[O:14])=[CH:9][N:8]([CH2:18][C:19]2[CH:20]=[CH:21][C:22]([O:25][CH2:27][C:28]3[CH:33]=[CH:32][CH:31]=[C:30]([C:34]4[CH:39]=[CH:38][CH:37]=[CH:36][CH:35]=4)[N:29]=3)=[CH:23][CH:24]=2)[N:7]=1)[CH3:4] |f:0.1|. Procedure details: Sodium hydride (60%, oily, 60.0 mg) was added to a solution of ethyl 3-[3-ethoxy-1-(4-hydroxybenzyl)-1H-pyrazol-4-yl]propionate (478 mg) and 2-chloromethyl-6-phenylpyridine (306 mg) in N,N-dimethylformamide (10 ml) at 0° C., and the mixture was stirred at room temperature for 1 hour. The reaction mixture was poured into water, and extracted with ethyl acetate. The ethyl acetate layer was washed with saturated aqueous sodium chloride solution, dried (MgSO4), and concentrated. The residue was subj... The reactants are Cl.C1(CCCC1)N(C(=O)C1=CC2=C(N(C(=N2)CNC2=CC=C(C=C2)C(N)=N)C)C=C1)CCC(=O)OCC (1-methyl-2-[N-(4-amidinophenyl)aminomethyl]benzimidazol-5-yl-carboxylic acid-N-cyclopentyl-N-(2-ethoxycarbonylethyl)amide hydrochloride), [OH-].[Na+] (sodium hydroxide), C25H30N3O4. Yields the product C1(CCCC1)N(C(=O)C1=CC2=C(N(C(=N2)CNC2=CC=C(C=C2)C(N)=N)C)C=C1)CCC(=O)O (1-Methyl-2-[N-(4-amidinophenyl)aminomethyl]benzimidazol-5-yl-carboxylic acid-N-cyclopentyl-N-(2-hydroxycarbonylethyl)amide). Yield: 45.0%. RXN SMILES: Cl.[CH:2]1([N:7]([CH2:31][CH2:32][C:33]([O:35]CC)=[O:34])[C:8]([C:10]2[CH:30]=[CH:29][C:13]3[N:14]([CH3:28])[C:15]([CH2:17][NH:18][C:19]4[CH:24]=[CH:23][C:22]([C:25](=[NH:27])[NH2:26])=[CH:21][CH:20]=4)=[N:16][C:12]=3[CH:11]=2)=[O:9])[CH2:6][CH2:5][CH2:4][CH2:3]1.[OH-].[Na+]>>[CH:2]1([N:7]([CH2:31][CH2:32][C:33]([OH:35])=[O:34])[C:8]([C:10]2[CH:30]=[CH:29][C:13]3[N:14]([CH3:28])[C:15]([CH2:17][NH:18][C:19]4[CH:24]=[CH:23][C:22]([C:25](=[NH:26])[NH2:27])=[CH:21][CH:20]=4)=[N:16][C:12]=3[CH:11]=2)=[O:9])[CH2:6][CH2:5][CH2:4][CH2:3]1 |f:0.1,2.3|. Reported procedure: Prepared analogously to Example 26 from 1-methyl-2-[N-(4-amidinophenyl)aminomethyl]benzimidazol-5-yl-carboxylic acid-N-cyclopentyl-N-(2-ethoxycarbonylethyl)amide hydrochloride and sodium hydroxide solution. Yield: 45% of theory, C25H30N3O4 (462.6); EKA mass spectrum: (M+H)+=463; (M+H+Na)++=243; (M+Na)+=485; (M+2Na)++=254. Run in ClCCl (dichloromethane). The yield is 28.5%. RXN SMILES: [CH:1]1([CH2:4][CH2:5][NH:6][C:7]([C:9]2[N:10]=[N:11][C:12]([N:15]3[CH2:20][CH:19]([CH3:21])[NH:18][CH:17]([CH3:22])[CH2:16]3)=[CH:13][CH:14]=2)=[O:8])[CH2:3][CH2:2]1.C(N(C(C)C)CC)(C)C.[F:32][C:33]([F:44])([F:43])[C:34]1[CH:42]=[CH:41][CH:40]=[CH:39][C:35]=1[C:36](Cl)=[O:37].O>ClCCl>[CH:1]1([CH2:4][CH2:5][NH:6][C:7]([C:9]2[N:10]=[N:11][C:12]([N:15]3[CH2:20][CH:19]([CH3:21])[N:18]([C:36](=[O:37])[C:35]4[CH:39]=[CH:40][CH:41]=[CH:42][C:34]=4[C:33]([F:32])([F:43])[F:44])[CH:17]([CH3:22])[CH2:16]3)=[CH:13][CH:14]=2)=[O:8])[CH2:3][CH2:2]1. Procedure details: To a solution of 6-(3,5-dimethylpiperazin-1-yl)pyridazine-3-carboxylic acid (2-cyclopropylethyl)amide (0.40 g, 1.33 mmol) in dichloromethane (15 mL) was added diisopropyl ethylamine (0.34 g, 0.46 mL, 2.66 mmol) followed by 2-trifluoromethylbenzoyl chloride (0.31 g, 0.22 mL, 1.46 mmol) at ambient temperature. The reaction solution was stirred for 16 hours and poured into cold water (10 mL). The organic layer was extracted with dichloromethane (50 mL) and washed with saturated solution of NaHCO3 (... Run at time 16 hour. Yields the product C1(CC1)CCNC(=O)C=1N=NC(=CC1)N1CC(N(C(C1)C)C(C1=C(C=CC=C1)C(F)(F)F)=O)C (6-[3,5-DIMETHYL-4-(2-TRIFLUOROMETHYLBENZOYL)PIPERAZIN-1-YL]PYRIDAZINE-3-CARBOXYLIC ACID (2-CYCLOPROPYLETHYL)AMIDE). The reactants are C1(CC1)CCNC(=O)C=1N=NC(=CC1)N1CC(NC(C1)C)C (6-(3,5-dimethylpiperazin-1-yl)pyridazine-3-carboxylic acid (2-cyclopropylethyl)amide), C(C)(C)N(CC)C(C)C (diisopropyl ethylamine), O (water), FC(C1=C(C(=O)Cl)C=CC=C1)(F)F (2-trifluoromethylbenzoyl chloride). Reaction SMILES: [Al+3:23].[Br:1][c:2]1[c:3]([C:4](=[O:5])[Cl:6])[cH:7][c:8]([I:11])[cH:9][cH:10]1.[Cl-:22].[Cl-:24].[Cl-:25].[Cl:26][CH2:27][Cl:28].[O:12]1[CH2:13][CH2:14][O:15][c:16]2[c:17]1[cH:18][cH:19][cH:20][cH:21]2>>[Br:1][c:2]1[c:3]([C:4](=[O:5])[c:20]2[cH:19][cH:18][c:17]3[c:16]([cH:21]2)[O:15][CH2:14][CH2:13][O:12]3)[cH:7][c:8]([I:11])[cH:9][cH:10]1. Product: O=C(c1ccc2c(c1)OCCO2)c1cc(I)ccc1Br. The reactants are [Al+3], O=C(Cl)c1cc(I)ccc1Br, [Cl-], [Cl-], [Cl-], ClCCl, c1ccc2c(c1)OCCO2. The reactants are C#Cc1ccc(C)c(NC(=O)C(F)(F)F)c1, C1CCOC1, Clc1ccnc(Cl)n1, [Cu]I, Cl[Pd]Cl, c1ccc(P(c2ccccc2)c2ccccc2)cc1, c1ccc(P(c2ccccc2)c2ccccc2)cc1. Product: Cc1ccc(C#Cc2ccnc(Cl)n2)cc1NC(=O)C(F)(F)F. As a reaction SMILES: [C:9](#[CH:10])[c:11]1[cH:12][cH:13][c:14]([CH3:24])[c:15]([NH:17][C:18]([C:19]([F:20])([F:21])[F:22])=[O:23])[cH:16]1.[CH2:25]1[O:26][CH2:27][CH2:28][CH2:29]1.[Cl:1][c:2]1[n:3][cH:4][cH:5][c:6]([Cl:8])[n:7]1.[Cu:71][I:72].[Pd:30]([Cl:31])[Cl:32].[c:33]1([P:34]([c:35]2[cH:36][cH:37][cH:38][cH:39][cH:40]2)[c:41]2[cH:42][cH:43][cH:44][cH:45][cH:46]2)[cH:47][cH:48][cH:49][cH:50][cH:51]1.[c:52]1([P:53]([c:54]2[cH:55][cH:56][cH:57][cH:58][cH:59]2)[c:60]2[cH:61][cH:62][cH:63][cH:64][cH:65]2)[cH:66][cH:67][cH:68][cH:69][cH:70]1>>[Cl:1][c:2]1[n:3][cH:4][cH:5][c:6]([C:10]#[C:9][c:11]2[cH:12][cH:13][c:14]([CH3:24])[c:15]([NH:17][C:18]([C:19]([F:20])([F:21])[F:22])=[O:23])[cH:16]2)[n:7]1. Starting materials: COC(C(CC(=O)N1C(OCC1CC1=CC=CC=C1)=O)CCC1=CC=CC=C1)=O (4-(4-Benzyl-2-oxo-oxazolidin-3-yl)-4-oxo-2-phenethyl-butyric acid methyl ester), BrCC(=O)OC(C)(C)C (tert-butyl bromoacetate). The solvent is C1CCOC1 (THF), C1CCOC1 (THF), C1CCOC1 (THF). Conditions: time 20 minute. Product: COC(C(C(CC(=O)OC(C)(C)C)C(=O)N1C(OCC1CC1=CC=CC=C1)=O)CCC1=CC=CC=C1)=O (3-(4-Benzyl-2-oxo-oxazolidine-3-carbonyl)-2-phenethyl-pentanedioic acid 5-tert-butyl ester 1-methyl ester). As a reaction SMILES: [CH3:1][O:2][C:3](=[O:29])[CH:4]([CH2:21][CH2:22][C:23]1[CH:28]=[CH:27][CH:26]=[CH:25][CH:24]=1)[CH2:5][C:6]([N:8]1[CH:12]([CH2:13][C:14]2[CH:19]=[CH:18][CH:17]=[CH:16][CH:15]=2)[CH2:11][O:10][C:9]1=[O:20])=[O:7].Br[CH2:31][C:32]([O:34][C:35]([CH3:38])([CH3:37])[CH3:36])=[O:33]>C1COCC1>[CH3:1][O:2][C:3](=[O:29])[CH:4]([CH2:21][CH2:22][C:23]1[CH:24]=[CH:25][CH:26]=[CH:27][CH:28]=1)[CH:5]([C:6]([N:8]1[CH:12]([CH2:13][C:14]2[CH:15]=[CH:16][CH:17]=[CH:18][CH:19]=2)[CH2:11][O:10][C:9]1=[O:20])=[O:7])[CH2:31][C:32]([O:34][C:35]([CH3:38])([CH3:37])[CH3:36])=[O:33]. Procedure details: A solution of the compound of example 50 (2.40 g, 6.07 mmol) in anhydrous THF (60 mL) was cooled to −78° C. A solution of NaHDMS in THF (1M, 6.7 mmol, 6.7 mL) was injected over 10 minutes. The reaction mixture was stirred for an additional 20 minutes, after which time, a solution of tert-butyl bromoacetate in anhydrous THF (5 mL) was slowly injected. After stirring for 1 h at −78° C., and 3 h at −48° C., the reaction was quenched by the addition of a saturated ammonium chloride solution. The mix... Starting materials: C(C)C\C(=C(/C(=O)N)\CC)\C1=CC(=C(C=C1)OCC1=C(C=CC=C1F)F)OCCCO (diethyl (E)-3-[4-(2,6-difluorobenzyloxy)-3-(3-hydroxypropoxy)-phenyl]-2-butenamide), C(C)(=O)[O-].[Na+] (sodium acetate), [Cr](=O)(=O)([O-])O[Cr](=O)(=O)[O-].[NH+]1=CC=CC=C1.[NH+]1=CC=CC=C1 (pyridinium dichromate). The solvent is C(Cl)Cl (CH2Cl2). Conditions: time 2.5 hour. Yields the product C(C)N(C(\C=C(/C)\C1=CC(=C(C=C1)OCC1=C(C=CC=C1F)F)OCCC=O)=O)CC (N,N-diethyl (E)-3-[4-(2,6-difluorobenzyloxy)-3-(3-oxopropyloxy)-phenyl]-2-butenamide). RXN SMILES: C([CH2:3]/[C:4](/[C:11]1[CH:16]=[CH:15][C:14]([O:17][CH2:18][C:19]2[C:24]([F:25])=[CH:23][CH:22]=[CH:21][C:20]=2[F:26])=[C:13]([O:27][CH2:28][CH2:29][CH2:30][OH:31])[CH:12]=1)=[C:5](/CC)\[C:6]([NH2:8])=[O:7])C.[C:32]([O-])(=O)[CH3:33].[Na+].[Cr](O[Cr]([O-])(=O)=O)([O-])(=O)=O.[NH+]1C=CC=[CH:48][CH:47]=1.[NH+]1C=CC=CC=1>C(Cl)Cl>[CH2:47]([N:8]([CH2:32][CH3:33])[C:6](=[O:7])/[CH:5]=[C:4](/[C:11]1[CH:16]=[CH:15][C:14]([O:17][CH2:18][C:19]2[C:20]([F:26])=[CH:21][CH:22]=[CH:23][C:24]=2[F:25])=[C:13]([O:27][CH2:28][CH2:29][CH:30]=[O:31])[CH:12]=1)\[CH3:3])[CH3:48] |f:1.2,3.4.5|. Procedure details: To a solution of diethyl (E)-3-[4-(2,6-difluorobenzyloxy)-3-(3-hydroxypropoxy)-phenyl]-2-butenamide (2.22 g, 5.13 mmol) and anhydrous sodium acetate (5.05 g, 61.53 mmol) in CH2Cl2 (100 mL) is added pyridinium dichromate (6.63 g, 30.76 mmol) and the mixture is stirred for 2.5 hours. At this time, 2 g celite is added to the mixture, and the resulting mixture is filtered through celite, and the solid is washed with CH2Cl2 (50 mL). The filtrate is concentrated in vacuo, and the residue is filtered t...